This data is from the Open Reaction Database (ORD), a public repository of structured organic reaction records. The task is: describe an organic reaction: reactants, conditions, products, and yield Reactants: BrC1=CC=CC(=N1)C(C(F)(F)F)(C(F)(F)F)O (2-(6-bromopyridin-2-yl)-1,1,1,3,3,3-hexafluoropropan-2-ol), CN(C)C=O (DMF), [Li]CCCC (n-BuLi). Solvent: C1CCOC1 (THF). Run at time 10 minute. Yields the product crude compound, FC(C(C(F)(F)F)(O)C1=CC=CC(=N1)C=O)(F)F (6-(1,1,1,3,3,3-hexafluoro-2-hydroxypropan-2-yl)picolinaldehyde). RXN SMILES: Br[C:2]1[N:7]=[C:6]([C:8]([OH:17])([C:13]([F:16])([F:15])[F:14])[C:9]([F:12])([F:11])[F:10])[CH:5]=[CH:4][CH:3]=1.[Li]CCCC.CN([CH:26]=[O:27])C>C1COCC1>[F:10][C:9]([F:12])([F:11])[C:8]([C:6]1[N:7]=[C:2]([CH:26]=[O:27])[CH:3]=[CH:4][CH:5]=1)([OH:17])[C:13]([F:16])([F:15])[F:14]. Procedure: To a stirred solution of 261 (0.5 g, 1.54 mmol) in dry THF, cooled to 0° C., n-BuLi (0.118 g, 1.85 mmol) was added drop wise and continued stirring for 10 min. Then DMF (0.224 g, 3.08 mmol) was added to the reaction mixture while stirring for another 2 h. After completion of the reaction, it was quenched with saturated ammonium chloride solution. The organic layer was separated and aqueous phase was extracted again with diethyl ether, the combined organic layer was dried over sodium sulphate and... Reactants: C(C)(C)(C)OC(CNC1=C(C=C(C=C1)C(F)(F)F)C#N)=O ((2-cyano-4-trifluoromethylphenylamino)acetic acid tert-butyl ester), CC(C)([O-])C.[K+] (potassium tert-butoxide), C(C)(=O)OCC (Ethyl acetate), ClC(=O)OCC1=CC=CC=C1 (benzyl chloroformate). Run in C1CCOC1 (THF), CN(C)C=O (DMF). Conditions: temperature 0 celsius, time 5 minute. The product is C(C)(C)(C)OC(=O)C=1N(C2=CC=C(C=C2C1N)C(F)(F)F)C(=O)OCC1=CC=CC=C1 (3-amino-1-benzyloxycarbonyl-5-trifluoromethylindole-2-carboxylic acid tert-butyl ester). Yield: 35.1%. RXN SMILES: [C:1]([O:5][C:6](=[O:21])[CH2:7][NH:8][C:9]1[CH:14]=[CH:13][C:12]([C:15]([F:18])([F:17])[F:16])=[CH:11][C:10]=1[C:19]#[N:20])([CH3:4])([CH3:3])[CH3:2].CC(C)([O-])C.[K+].Cl[C:29]([O:31][CH2:32][C:33]1[CH:38]=[CH:37][CH:36]=[CH:35][CH:34]=1)=[O:30].C(OCC)(=O)C>C1COCC1.CN(C=O)C>[C:1]([O:5][C:6]([C:7]1[N:8]([C:29]([O:31][CH2:32][C:33]2[CH:38]=[CH:37][CH:36]=[CH:35][CH:34]=2)=[O:30])[C:9]2[C:10]([C:19]=1[NH2:20])=[CH:11][C:12]([C:15]([F:18])([F:17])[F:16])=[CH:13][CH:14]=2)=[O:21])([CH3:4])([CH3:2])[CH3:3] |f:1.2|. Procedure: To a solution of (2-cyano-4-trifluoromethylphenylamino)acetic acid tert-butyl ester 5B (11.7 g, 39.0 mmol) in anhydrous THF (60 mL) and anhydrous DMF (60 mL) at 0° C. was added potassium tert-butoxide (8.74 g, 78.0 mmol). The reaction mixture was stirred at 0° C. for 5 minutes and benzyl chloroformate 5C (10 g, 58.7 mmol) was added. The reaction mixture was stirred at room temperature for 4 hours. Ethyl acetate (500 mL) was added and the organic layer was washed with water and brine. The organic... Reactants: N([C@@H](CC1=CC=CC=C1)C(=O)O)C(=O)OC(C)(C)C (Boc-Phe-OH), ClC(=O)OCC(C)C (isobutyl chloroformate), C(C(C)C)N (isobutylamine), CN(C)C=O (DMF), anhydride, resultant mixture. Run in C(C)N(CC)CC (triethylamine). The product is N([C@@H](CC1=CC=CC=C1)C(=O)NCC(C)C)C(=O)OC(C)(C)C (Boc-Phe-NH—CH2—CH(CH3)2). As a reaction SMILES: CN(C=O)C.[NH:6]([C:18]([O:20][C:21]([CH3:24])([CH3:23])[CH3:22])=[O:19])[C@H:7]([C:15]([OH:17])=O)[CH2:8][C:9]1[CH:14]=[CH:13][CH:12]=[CH:11][CH:10]=1.ClC(OCC(C)C)=O.[CH2:33]([NH2:37])[CH:34]([CH3:36])[CH3:35]>C(N(CC)CC)C>[NH:6]([C:18]([O:20][C:21]([CH3:24])([CH3:23])[CH3:22])=[O:19])[C@H:7]([C:15]([NH:37][CH2:33][CH:34]([CH3:36])[CH3:35])=[O:17])[CH2:8][C:9]1[CH:10]=[CH:11][CH:12]=[CH:13][CH:14]=1. Reported procedure: In a DMF solution containing a mixed anhydride prepared from 2.0 g oi Boc-Phe-OH, 1.15 ml of triethylamine and 1.08 ml of isobutyl chloroformate, 1.50 ml of isobutylamine was added under ice cooling and the resultant mixture was stirred for 14 hr. The reaction mixture was treated similarly to that in Example 51 (Process 1) to give 1.91 g of the title compound. The reactants are CCOC(=O)OCCOC(=O)C(OCc1ccccc1)C(C)(C)COS(=O)(=O)CCCNC(C)=O, CC(=O)O, CO, O=C1c2ccccc2C(=O)N1CCCS(=O)(=O)Cl. Product: CCOC(=O)OCCOC(=O)C(O)C(C)(C)COS(=O)(=O)CCCNC(C)=O. RXN SMILES: [C:1]([CH3:2])(=[O:3])[NH:4][CH2:5][CH2:6][CH2:7][S:8](=[O:9])(=[O:10])[O:11][CH2:12][C:13]([CH:14]([C:15](=[O:16])[O:17][CH2:18][CH2:19][O:20][C:21](=[O:22])[O:23][CH2:24][CH3:25])[O:26][CH2:27][c:28]1[cH:29][cH:30][cH:31][cH:32][cH:33]1)([CH3:34])[CH3:35].[CH3:54][C:55](=[O:56])[OH:57].[CH3:58][OH:59].[Cl:36][S:37]([CH2:38][CH2:39][CH2:40][N:41]1[C:42](=[O:43])[c:44]2[cH:45][cH:46][cH:47][cH:48][c:49]2[C:50]1=[O:51])(=[O:52])=[O:53]>>[C:1]([CH3:2])(=[O:3])[NH:4][CH2:5][CH2:6][CH2:7][S:8](=[O:9])(=[O:10])[O:11][CH2:12][C:13]([CH:14]([C:15](=[O:16])[O:17][CH2:18][CH2:19][O:20][C:21](=[O:22])[O:23][CH2:24][CH3:25])[OH:26])([CH3:34])[CH3:35]. Starting materials: BrC1=CC=C(C=C1)[C@H](C)N1C(O[C@](CC1)(C1=CC=CC=C1)CCCNS(=O)(=O)C)=O (N-(3-((R)-3-((S)-1-(4-bromophenyl)ethyl)-2-oxo-6-phenyl-1,3-oxazinan-6-yl)propyl)methanesulfonamide), CC1=NC=CC(=C1)B(O)O (2-methylpyridine-4-boronic acid). The product is CC1=NC=CC(=C1)C1=CC=C(C=C1)[C@H](C)N1C(O[C@](CC1)(C1=CC=CC=C1)CCCNS(=O)(=O)C)=O (N-(3-((R)-3-((S)-1-(4-(2-methylpyridin-4-yl)phenyl)ethyl)-2-oxo-6-phenyl-1,3-oxazinan-6-yl)propyl)methanesulfonamide). RXN SMILES: Br[C:2]1[CH:7]=[CH:6][C:5]([C@@H:8]([N:10]2[CH2:15][CH2:14][C@:13]([CH2:22][CH2:23][CH2:24][NH:25][S:26]([CH3:29])(=[O:28])=[O:27])([C:16]3[CH:21]=[CH:20][CH:19]=[CH:18][CH:17]=3)[O:12][C:11]2=[O:30])[CH3:9])=[CH:4][CH:3]=1.[CH3:31][C:32]1[CH:37]=[C:36](B(O)O)[CH:35]=[CH:34][N:33]=1>>[CH3:31][C:32]1[CH:37]=[C:36]([C:2]2[CH:7]=[CH:6][C:5]([C@@H:8]([N:10]3[CH2:15][CH2:14][C@:13]([CH2:22][CH2:23][CH2:24][NH:25][S:26]([CH3:29])(=[O:28])=[O:27])([C:16]4[CH:17]=[CH:18][CH:19]=[CH:20][CH:21]=4)[O:12][C:11]3=[O:30])[CH3:9])=[CH:4][CH:3]=2)[CH:35]=[CH:34][N:33]=1. Reported procedure: The title compound was prepared from N-(3-((R)-3-((S)-1-(4-bromophenyl)ethyl)-2-oxo-6-phenyl-1,3-oxazinan-6-yl)propyl)methanesulfonamide and 2-methylpyridine-4-boronic acid following procedures analogous to those described in Example 1 Step 2. LC-MS Method 2 tR=0.988 min, m/z=508.2; 1H NMR (CDCl3) 1.36 (m, 1H), 1.51 (d, 3H), 1.70 (m, 1H), 1.96 (m, 2H), 2.17 (m, 1H), 2.26 (m, 2H), 2.59 (s, 3H), 2.86 (m, 4H), 3.02 (m, 2H), 4.19 (m, 1H), 5.62 (m, 1H), 6.96 (d, 2H), 7.19 (m, 3H), 7.26 (d, 2H), 7.29 ... The reactants are CCCCOC(=O)C1C(C(=O)OCCCC)N(Cc2ccccc2)C(=O)N1Cc1ccccc1, O=P([O-])([O-])[O-]. Product: CCCCOC(=O)C1C(C(=O)O)N(Cc2ccccc2)C(=O)N1Cc1ccccc1. RXN SMILES: [CH2:1]([c:2]1[cH:3][cH:4][cH:5][cH:6][cH:7]1)[N:8]1[C:9](=[O:34])[N:10]([CH2:27][c:28]2[cH:29][cH:30][cH:31][cH:32][cH:33]2)[CH:11]([C:20](=[O:21])[O:22][CH2:23][CH2:24][CH2:25][CH3:26])[CH:12]1[C:13](=[O:14])[O:15][CH2:16][CH2:17][CH2:18][CH3:19].[O-:35][P:36](=[O:37])([O-:38])[O-:39]>>[CH2:1]([c:2]1[cH:3][cH:4][cH:5][cH:6][cH:7]1)[N:8]1[C:9](=[O:34])[N:10]([CH2:27][c:28]2[cH:29][cH:30][cH:31][cH:32][cH:33]2)[CH:11]([C:20](=[O:21])[OH:22])[CH:12]1[C:13](=[O:14])[O:15][CH2:16][CH2:17][CH2:18][CH3:19]. The reactants are COC(=O)C(=Cc1c(F)cccc1F)NC(=O)OCc1ccccc1, CCO, O=S(=O)([O-])C(F)(F)F. The product is COC(=O)C(Cc1c(F)cccc1F)NC(=O)OCc1ccccc1. RXN SMILES: [CH3:1][O:2][C:3]([C:4](=[CH:5][c:6]1[c:7]([F:13])[cH:8][cH:9][cH:10][c:11]1[F:12])[NH:14][C:15](=[O:16])[O:17][CH2:18][c:19]1[cH:20][cH:21][cH:22][cH:23][cH:24]1)=[O:25].[CH3:34][CH2:35][OH:36].[O-:26][S:27]([C:28]([F:29])([F:30])[F:31])(=[O:32])=[O:33]>>[CH3:1][O:2][C:3]([CH:4]([CH2:5][c:6]1[c:7]([F:13])[cH:8][cH:9][cH:10][c:11]1[F:12])[NH:14][C:15](=[O:16])[O:17][CH2:18][c:19]1[cH:20][cH:21][cH:22][cH:23][cH:24]1)=[O:25].